This data is from the Open Reaction Database (ORD), a public repository of structured organic reaction records. The task is: describe an organic reaction: reactants, conditions, products, and yield Starting materials: C(C1=CC=CC=C1)N1N=C(C(=C1)/C=C/C(=O)OCC)OCC1=CC=CC=C1 (ethyl(E)-3-(1-benzyl-3-benzyloxy-1H-pyrazol-4-yl)propenoate), C(C)O (ethanol). Reagents/catalysts: [C].[Pd] (palladium-carbon). Run in O1CCCC1 (tetrahydrofuran). Run at time 3 hour. Product: C(C1=CC=CC=C1)N1N=C(C(=C1)CCC(=O)OCC)O (ethyl 3-(1-benzyl-3-hydroxy-1H-pyrazol-4-yl)propionate). The yield is 83.2%. Reaction SMILES: [CH2:1]([N:8]1[CH:12]=[C:11](/[CH:13]=[CH:14]/[C:15]([O:17][CH2:18][CH3:19])=[O:16])[C:10]([O:20]CC2C=CC=CC=2)=[N:9]1)[C:2]1[CH:7]=[CH:6][CH:5]=[CH:4][CH:3]=1.C(O)C>[C].[Pd].O1CCCC1>[CH2:1]([N:8]1[CH:12]=[C:11]([CH2:13][CH2:14][C:15]([O:17][CH2:18][CH3:19])=[O:16])[C:10]([OH:20])=[N:9]1)[C:2]1[CH:3]=[CH:4][CH:5]=[CH:6][CH:7]=1 |f:2.3|. Reported procedure: A mixture of ethyl(E)-3-(1-benzyl-3-benzyloxy-1H-pyrazol-4-yl)propenoate (14.30 g), 5% palladium-carbon (28.00 g), ethanol (150 ml), and tetrahydrofuran (150 ml) was stirred at room temperature for 3 hours under a hydrogen atmosphere. After the palladium-carbon was removed by filtration, the filtrate was concentrated. The crystals obtained were collected by filtration to yield ethyl 3-(1-benzyl-3-hydroxy-1H-pyrazol-4-yl)propionate (9.01 g, yield: 83%). This was recrystallized from ethyl acetate-... The reactants are CC1(C(NC(C2=C(C(=CC=C12)N)[N+](=O)[O-])=O)=O)C (4,4-dimethyl-7-amino-8-nitro-2H,4H-isoquinoline-1,3-dione), C(Cl)(Cl)Cl (chloroform), COC1=C(C(=O)Cl)C=CC(=C1)OC (2,4-dimethoxybenzoylchloride). Run in C(C)N(CC)CC (triethylamine). Yields the product CC1(C(NC(C2=C(C(=CC=C12)NC(C1=C(C=C(C=C1)OC)OC)=O)[N+](=O)[O-])=O)=O)C (4,4-Dimethyl-7-(2,4-dimethoxybenzoyl amino)-8-nitro-2H,4H-isoquinoline-1,3-dione). Reaction SMILES: [CH3:1][C:2]1([CH3:18])[C:11]2[C:6](=[C:7]([N+:13]([O-:15])=[O:14])[C:8]([NH2:12])=[CH:9][CH:10]=2)[C:5](=[O:16])[NH:4][C:3]1=[O:17].C(Cl)(Cl)Cl.[CH3:23][O:24][C:25]1[CH:33]=[C:32]([O:34][CH3:35])[CH:31]=[CH:30][C:26]=1[C:27](Cl)=[O:28]>C(N(CC)CC)C>[CH3:1][C:2]1([CH3:18])[C:11]2[C:6](=[C:7]([N+:13]([O-:15])=[O:14])[C:8]([NH:12][C:27](=[O:28])[C:26]3[CH:30]=[CH:31][C:32]([O:34][CH3:35])=[CH:33][C:25]=3[O:24][CH3:23])=[CH:9][CH:10]=2)[C:5](=[O:16])[NH:4][C:3]1=[O:17]. Procedure: 2.7 gm of 4,4-dimethyl-7-amino-8-nitro-2H,4H-isoquinoline-1,3-dione were admixed with 50 ml of chloroform and 2.5 ml of triethylamine. Subsequently, 2.2 gm of 2,4-dimethoxybenzoylchloride were added, and the mixture was refluxed for 2 hours. After cooling the solution was evaporated and the precipitate was suction-filtered off and digested with water while heating. Starting materials: B(O)(O)C1=CC=C(C(=O)O)C=C1 (4-boronobenzoic acid), BrC=1C=NC=CC1 (3-bromopyridine), C([O-])([O-])=O.[K+].[K+] (potassium carbonate). Reagents/catalysts: Cl[Pd]([P](C1=CC=CC=C1)(C2=CC=CC=C2)C3=CC=CC=C3)([P](C4=CC=CC=C4)(C5=CC=CC=C5)C6=CC=CC=C6)Cl (bis(triphenylphosphine)palladium(II) chloride). Run in C(C)#N (acetonitrile), O (water). Yields the product N1=CC(=CC=C1)C1=CC=C(C(=O)O)C=C1 (4-(pyridin-3-yl)benzoic acid). Yield: 85.3%. As a reaction SMILES: B([C:4]1[CH:12]=[CH:11][C:7]([C:8]([OH:10])=[O:9])=[CH:6][CH:5]=1)(O)O.Br[C:14]1[CH:15]=[N:16][CH:17]=[CH:18][CH:19]=1.C(=O)([O-])[O-].[K+].[K+]>C(#N)C.O.Cl[Pd](Cl)([P](C1C=CC=CC=1)(C1C=CC=CC=1)C1C=CC=CC=1)[P](C1C=CC=CC=1)(C1C=CC=CC=1)C1C=CC=CC=1>[N:16]1[CH:17]=[CH:18][CH:19]=[C:14]([C:4]2[CH:12]=[CH:11][C:7]([C:8]([OH:10])=[O:9])=[CH:6][CH:5]=2)[CH:15]=1 |f:2.3.4,^1:32,51|. Procedure: To a solution of 4-boronobenzoic acid (1.66 g, 10 mmol) and 3-bromopyridine (1.72 g, 11 mmol) in acetonitrile (40 mL) and water (40 mL), potassium carbonate (5.5 g, 40 mmol), bis(triphenylphosphine)palladium(II) chloride (400 mg, 0.37 mmol) were added. The mixture was degassed and purged withed nitrogen. The mixture was stirred under reflux for 24 h. Then the hot suspension was filtered and concentrated to half of the original volume and washed with dichloromethane. The aquatic phase was adjuste... Starting materials: ClC=1C=CC2=C(C3(NCC(N2)S3)C3=CC=CC=C3)C1 (7-chloro-2,3,4,5-tetrahydro-5-phenyl-2,5-epithio-1H-1,4-benzodiazepine), SCCO (2-mercaptoethanol). Solvent: C1CCOC1 (THF). Product: ClC=1C=CC2=C(C(=NCC(N2)SCCO)C2=CC=CC=C2)C1 (7-chloro-2,3-dihydro-2-(2-hydroxyethylthio)-5-phenyl-1H-1,4 -benzodiazepine). RXN SMILES: [Cl:1][C:2]1[CH:3]=[CH:4][C:5]2[NH:11][CH:10]3[S:12][C:7]([C:13]4[CH:18]=[CH:17][CH:16]=[CH:15][CH:14]=4)([NH:8][CH2:9]3)[C:6]=2[CH:19]=1.S[CH2:21][CH2:22][OH:23]>C1COCC1>[Cl:1][C:2]1[CH:3]=[CH:4][C:5]2[NH:11][CH:10]([S:12][CH2:21][CH2:22][OH:23])[CH2:9][N:8]=[C:7]([C:13]3[CH:18]=[CH:17][CH:16]=[CH:15][CH:14]=3)[C:6]=2[CH:19]=1. Procedure: A solution of 7-chloro-2,3,4,5-tetrahydro-5-phenyl-2,5-epithio-1H-1,4-benzodiazepine (1g. ) and 2-mercaptoethanol (1 ml) in THF (15 ml) was heated under reflux overnight. The resulting solution was concentrated under reduced pressure and then diluted with ether to induce crystallization of the product. The product was filtered out and washed with ether to give the above-named compound, m.p. 135°-140° (dec.). Reactants: COC(=O)C1=NN(C(C1)C1=CC(=C(C=C1)Br)F)C1=C(C=CC=C1)Cl (5-(4-bromo-3-fluoro-phenyl)-1-(2-chloro-phenyl)-4,5-dihydro-1H-pyrazole-3-carboxylic acid methyl ester), [OH-].[K+] (potassium hydroxide), CO (methanol). Solvent: O (water). Reaction conditions: temperature 70 celsius, time 4 hour. The product is BrC1=C(C=C(C=C1)C1CC(=NN1C1=C(C=CC=C1)Cl)C(=O)O)F (5-(4-bromo-3-fluoro-phenyl)-1-(2-chloro-phenyl)-4,5-dihydro-1H-pyrazole-3-carboxylic acid). Isolated yield 103.1%. As a reaction SMILES: C[O:2][C:3]([C:5]1[CH2:9][CH:8]([C:10]2[CH:15]=[CH:14][C:13]([Br:16])=[C:12]([F:17])[CH:11]=2)[N:7]([C:18]2[CH:23]=[CH:22][CH:21]=[CH:20][C:19]=2[Cl:24])[N:6]=1)=[O:4].[OH-].[K+].CO>O>[Br:16][C:13]1[CH:14]=[CH:15][C:10]([CH:8]2[N:7]([C:18]3[CH:23]=[CH:22][CH:21]=[CH:20][C:19]=3[Cl:24])[N:6]=[C:5]([C:3]([OH:4])=[O:2])[CH2:9]2)=[CH:11][C:12]=1[F:17] |f:1.2|. Procedure details: 5-(4-Bromo-3-fluoro-phenyl)-1-(2-chloro-phenyl)-4,5-dihydro-1H-pyrazole-3-carboxylic acid methyl ester (830.0 mg, 2.0 mmol) prepared in Step 3 and a solution of potassium hydroxide (226.0 mg, 4.0 mmol) in distilled water (10.0 mL) were added to methanol (10.0 mL). The reaction mixture was stirred at 70° C. for 4 hours and then concentrated under reduced pressure to discard methanol. The resulting residue was washed with diethyl ether, acidified by a 1N hydrochloric acid solution, and then extrac...